Task: describe an organic reaction: reactants, conditions, products, and yield. Dataset: the Open Reaction Database (ORD), a public repository of structured organic reaction records Starting materials: CC(=O)Nc1nc(-c2nc[nH]n2)c2nc(-c3ccc(Cl)c(Cl)c3)ccc2n1, C1COCCN1, C1COCCO1. The product is CC(=O)Nc1nc(N2CCOCC2)c2nc(-c3ccc(Cl)c(Cl)c3)ccc2n1. As a reaction SMILES: [C:1]([CH3:2])(=[O:3])[NH:4][c:5]1[n:6][c:7](-[c:23]2[n:24][cH:25][nH:26][n:27]2)[c:8]2[c:9]([n:10]1)[cH:11][cH:12][c:13](-[c:15]1[cH:16][c:17]([Cl:22])[c:18]([Cl:21])[cH:19][cH:20]1)[n:14]2.[CH2:28]1[CH2:29][O:30][CH2:31][CH2:32][NH:33]1.[O:34]1[CH2:35][CH2:36][O:37][CH2:38][CH2:39]1>>[C:1]([CH3:2])(=[O:3])[NH:4][c:5]1[n:6][c:7]([N:33]2[CH2:28][CH2:29][O:30][CH2:31][CH2:32]2)[c:8]2[c:9]([n:10]1)[cH:11][cH:12][c:13](-[c:15]1[cH:16][c:17]([Cl:22])[c:18]([Cl:21])[cH:19][cH:20]1)[n:14]2.